This data is from the Open Reaction Database (ORD), a public repository of structured organic reaction records. The task is: describe an organic reaction: reactants, conditions, products, and yield Starting materials: CC1=C(C(=O)O)C=CC=C1C (2,3-dimethylbenzoic acid), COC1=CC=C(C=C1)C(CN)N1CCOCC1 (2-(4-methoxy-phenyl)-2-morpholin-4-yl-ethylamine). The product is COC1=CC=C(C=C1)C(CNC(C1=C(C(=CC=C1)C)C)=O)N1CCOCC1 (N-[2-(4-Methoxy-phenyl)-2-morpholin-4-yl-ethyl]-2,3-dimethyl-benzamide). RXN SMILES: [CH3:1][C:2]1[C:10]([CH3:11])=[CH:9][CH:8]=[CH:7][C:3]=1[C:4]([OH:6])=O.[CH3:12][O:13][C:14]1[CH:19]=[CH:18][C:17]([CH:20]([N:23]2[CH2:28][CH2:27][O:26][CH2:25][CH2:24]2)[CH2:21][NH2:22])=[CH:16][CH:15]=1>>[CH3:12][O:13][C:14]1[CH:19]=[CH:18][C:17]([CH:20]([N:23]2[CH2:28][CH2:27][O:26][CH2:25][CH2:24]2)[CH2:21][NH:22][C:4](=[O:6])[C:3]2[CH:7]=[CH:8][CH:9]=[C:10]([CH3:11])[C:2]=2[CH3:1])=[CH:16][CH:15]=1. Procedure details: From 2,3-dimethylbenzoic acid and 2-(4-methoxy-phenyl)-2-morpholin-4-yl-ethylamine.